From a dataset of the Open Reaction Database (ORD), a public repository of structured organic reaction records. describe an organic reaction: reactants, conditions, products, and yield Starting materials: CC1=C(C(=NO1)C1=CC=CC=C1)CO ((5-methyl-3-phenyl-isoxazol-4-yl)-methanol), FC1=NC(=CC=C1)C (2-fluoro-6-methylpyridine), [Cl-].[Na+] (sodium chloride), [H-].[Na+] (sodium hydride). Solvent: C1CCOC1 (THF), C1CCOC1 (THF), C1CCOC1 (THF). Reaction conditions: time 8 hour. Product: CC1=NC(=CC=C1)OCC=1C(=NOC1C)C1=CC=CC=C1 (2-Methyl-6-(5-methyl-3-phenyl-isoxazol-4-ylmethoxy)-pyridine). Isolated yield 48.2%. As a reaction SMILES: [H-].[Na+].[CH3:3][C:4]1[O:8][N:7]=[C:6]([C:9]2[CH:14]=[CH:13][CH:12]=[CH:11][CH:10]=2)[C:5]=1[CH2:15][OH:16].F[C:18]1[CH:23]=[CH:22][CH:21]=[C:20]([CH3:24])[N:19]=1.[Cl-].[Na+]>C1COCC1>[CH3:24][C:20]1[CH:21]=[CH:22][CH:23]=[C:18]([O:16][CH2:15][C:5]2[C:6]([C:9]3[CH:14]=[CH:13][CH:12]=[CH:11][CH:10]=3)=[N:7][O:8][C:4]=2[CH3:3])[N:19]=1 |f:0.1,4.5|. Procedure: To a suspension of sodium hydride (55% dispersion in mineral oil, 48 mg, 1.1 mmol) in THF (1.5 mL) was added a solution of (5-methyl-3-phenyl-isoxazol-4-yl)-methanol (189 mg, 1.0 mmol) in THF (3 mL) at 0° C. and the reaction mixture warmed to room temperature over 30 min. Then a solution of 2-fluoro-6-methylpyridine (122 mg, 1.1 mmol) in THF (3 mL) was added dropwise at 0° C. and the reaction mixture was stirred at room temperature overnight. The reaction mixture was then poured into aqueous sod... Starting materials: C1(CCCCC1)N(C(CCOCCC1=CC(=CC=C1)C(NO)=N)=O)CC(OC)OC (N-cyclohexyl-N-(2,2-dimethoxyethyl)-3-(3-(N-hydroxycarbamimidoyl)phenethoxy)propanamide), C(OC)(OC)OC (trimethyl orthoformate), C1(=CC=C(C=C1)S(=O)(=O)O)C (p-toluenesulfonic acid). Run in C(C)O (Ethanol). Reaction conditions: temperature 100 celsius. Yields the product O1N=C(N=C1)C=1C=C(CCOCCC(=O)N(CC(OC)OC)C2CCCCC2)C=CC1 (3-(3-(1,2,4-Oxadiazol-3-yl)phenethoxy)-N-cyclohexyl-N-(2,2-dimethoxyethyl)propanamide). As a reaction SMILES: [CH:1]1([N:7]([CH2:25][CH:26]([O:29][CH3:30])[O:27][CH3:28])[C:8](=[O:24])[CH2:9][CH2:10][O:11][CH2:12][CH2:13][C:14]2[CH:19]=[CH:18][CH:17]=[C:16]([C:20](=[NH:23])[NH:21][OH:22])[CH:15]=2)[CH2:6][CH2:5][CH2:4][CH2:3][CH2:2]1.[CH:31](OC)(OC)OC.C1(C)C=CC(S(O)(=O)=O)=CC=1>C(O)C>[O:22]1[CH:31]=[N:23][C:20]([C:16]2[CH:15]=[C:14]([CH:19]=[CH:18][CH:17]=2)[CH2:13][CH2:12][O:11][CH2:10][CH2:9][C:8]([N:7]([CH:1]2[CH2:6][CH2:5][CH2:4][CH2:3][CH2:2]2)[CH2:25][CH:26]([O:29][CH3:30])[O:27][CH3:28])=[O:24])=[N:21]1. Reported procedure: To N-cyclohexyl-N-(2,2-dimethoxyethyl)-3-(3-(N-hydroxycarbamimidoyl)phenethoxy)propanamide [Example 11, Step i)] (530 mg) in a 10 mL microwave vial was added trimethyl orthoformate (1 mL), sealed and heated at 100° C. for 20 min. The vial was then heated to 120° C. for 3 h before the addition of p-toluenesulfonic acid (3 mg) and then heated to 120° C. for a further 60 min. Ethanol was added (30 mL) and the solvent was evaporated to afford the sub-titled compound (500 mg). MS [M+H-MeOH]+=400 (Mul...